This data is from the Open Reaction Database (ORD), a public repository of structured organic reaction records. The task is: describe an organic reaction: reactants, conditions, products, and yield Reactants: CC1Cc2ccc(Br)cc2CN1c1cc(N2CCN(C)CC2)nc(N)n1, O=C([O-])O, C1COCCO1, CO, CC(C)n1cc(B2OC(C)(C)C(C)(C)O2)cn1, [Na+], O, c1ccc(P(c2ccccc2)(c2ccccc2)[Pd](P(c2ccccc2)(c2ccccc2)c2ccccc2)(P(c2ccccc2)(c2ccccc2)c2ccccc2)P(c2ccccc2)(c2ccccc2)c2ccccc2)cc1. The product is CC1Cc2ccc(-c3cnn(C(C)C)c3)cc2CN1c1cc(N2CCN(C)CC2)nc(N)n1. As a reaction SMILES: [Br:1][c:2]1[cH:3][cH:4][c:5]2[c:10]([cH:11]1)[CH2:9][N:8]([c:12]1[n:13][c:14]([NH2:25])[n:15][c:16]([N:18]3[CH2:19][CH2:20][N:21]([CH3:24])[CH2:22][CH2:23]3)[cH:17]1)[CH:7]([CH3:26])[CH2:6]2.[C:44](=[O:45])([OH:46])[O-:47].[CH2:49]1[O:50][CH2:51][CH2:52][O:53][CH2:54]1.[CH3:55][OH:56].[CH:27]([CH3:28])([CH3:29])[n:30]1[n:31][cH:32][c:33]([B:35]2[O:36][C:37]([CH3:38])([CH3:39])[C:40]([CH3:41])([CH3:42])[O:43]2)[cH:34]1.[Na+:48].[OH2:134].[cH:57]1[cH:58][cH:59][c:60]([P:61]([Pd:62]([P:63]([c:64]2[cH:65][cH:66][cH:67][cH:68][cH:69]2)([c:70]2[cH:71][cH:72][cH:73][cH:74][cH:75]2)[c:76]2[cH:77][cH:78][cH:79][cH:80][cH:81]2)([P:82]([c:83]2[cH:84][cH:85][cH:86][cH:87][cH:88]2)([c:89]2[cH:90][cH:91][cH:92][cH:93][cH:94]2)[c:95]2[cH:96][cH:97][cH:98][cH:99][cH:100]2)[P:101]([c:102]2[cH:103][cH:104][cH:105][cH:106][cH:107]2)([c:108]2[cH:109][cH:110][cH:111][cH:112][cH:113]2)[c:114]2[cH:115][cH:116][cH:117][cH:118][cH:119]2)([c:120]2[cH:121][cH:122][cH:123][cH:124][cH:125]2)[c:126]2[cH:127][cH:128][cH:129][cH:130][cH:131]2)[cH:132][cH:133]1>>[c:2]1(-[c:33]2[cH:32][n:31][n:30]([CH:27]([CH3:28])[CH3:29])[cH:34]2)[cH:3][cH:4][c:5]2[c:10]([cH:11]1)[CH2:9][N:8]([c:12]1[n:13][c:14]([NH2:25])[n:15][c:16]([N:18]3[CH2:19][CH2:20][N:21]([CH3:24])[CH2:22][CH2:23]3)[cH:17]1)[CH:7]([CH3:26])[CH2:6]2.